Task: describe an organic reaction: reactants, conditions, products, and yield. Dataset: the Open Reaction Database (ORD), a public repository of structured organic reaction records The reactants are CCO, CCOC(=O)CC(=O)C(C)C, N. The product is CCOC(=O)C=C(N)C(C)C. Reaction SMILES: [CH3:13][CH2:14][OH:15].[CH3:1][CH:2]([C:3]([CH2:4][C:5](=[O:6])[O:7][CH2:8][CH3:9])=[O:10])[CH3:11].[NH3:12]>>[CH3:1][CH:2]([C:3](=[CH:4][C:5](=[O:6])[O:7][CH2:8][CH3:9])[NH2:12])[CH3:11]. Run at temperature 50 celsius, time 2 hour. Procedure details: To a stirred solution of 338 mg (1.29 mmol) 2-iodophenylacetic acid in 5 ml dichloromethane were added dropwise 0.19 ml (2.58 mmol) thionyl chloride and one drop of N,N-dimethylformamide and the mixtured stirred at 50° C. for 2 hours. The reaction mixture was then concentrated in vacuo, protecting from moisture as much as possible, and the residue redissolved in 5 ml dichloromethane. 65 mg (0.43 mmol) 2-Amino-4-(2-furyl)-6-(methylthio)-5-pyrimidinecarbonitrile and 0.48 ml (6.0 mmol) pyridine wer... Reactants: IC1=C(C=CC=C1)CC(=O)O (2-iodophenylacetic acid), S(=O)(Cl)Cl (thionyl chloride), NC1=NC(=C(C(=N1)C=1OC=CC1)C#N)SC (2-Amino-4-(2-furyl)-6-(methylthio)-5-pyrimidinecarbonitrile), N1=CC=CC=C1 (pyridine). As a reaction SMILES: [I:1][C:2]1[CH:7]=[CH:6][CH:5]=[CH:4][C:3]=1[CH2:8][C:9]([OH:11])=O.S(Cl)(Cl)=O.[NH2:16][C:17]1[N:22]=[C:21]([C:23]2[O:24][CH:25]=[CH:26][CH:27]=2)[C:20]([C:28]#[N:29])=[C:19]([S:30][CH3:31])[N:18]=1.N1C=CC=CC=1>ClCCl.CN(C)C=O>[C:28]([C:20]1[C:21]([C:23]2[O:24][CH:25]=[CH:26][CH:27]=2)=[N:22][C:17]([NH:16][C:9](=[O:11])[CH2:8][C:3]2[CH:4]=[CH:5][CH:6]=[CH:7][C:2]=2[I:1])=[N:18][C:19]=1[S:30][CH3:31])#[N:29]. Yield: 15.6%. Reagents/catalysts: CN(C=O)C (N,N-dimethylformamide). Solvent: ClCCl (dichloromethane). Yields the product C(#N)C=1C(=NC(=NC1SC)NC(CC1=C(C=CC=C1)I)=O)C=1OC=CC1 (N-(5-Cyano-4-furan-2-yl-6-methylsulfanyl-pyrimidin-2-yl)-2-(2-iodo-phenyl)-acetamide). Run at time 24 hour. Reaction SMILES: [Br:1][C:2]1[CH:19]=[CH:18][C:5]2[C:6]([CH:15]([CH3:17])[CH3:16])=[N:7][C:8]3[CH:9]=[CH:10][NH:11][C:12](=[O:14])[C:13]=3[C:4]=2[CH:3]=1.C1C(=O)N([I:27])C(=O)C1>CN(C=O)C.CCOC(C)=O>[Br:1][C:2]1[CH:19]=[CH:18][C:5]2[C:6]([CH:15]([CH3:16])[CH3:17])=[N:7][C:8]3[C:9]([I:27])=[CH:10][NH:11][C:12](=[O:14])[C:13]=3[C:4]=2[CH:3]=1. Reported procedure: To a stirred suspension of 9-bromo-6-isopropylbenzo[c]-1,6-naphthyridin-1(2H)-one (81 mg, 0.26 mmol) in DMF (1.5 ml) was added NIS (86 mg, 0.38 mmol), and stirred for 24 hours at room temperature. The reaction mixture was diluted with EtOAc until a solution was formed, and washed with a mixture of 10% aqueous sodium thiosulfate and 1N NaOH. The organic layer was dried over sodium sulfate, filtered and concentrated. The crude material was adsorbed on to silica gel and purified by silica gel chrom... The reactants are BrC1=CC2=C(C(=NC=3C=CNC(C23)=O)C(C)C)C=C1 (9-bromo-6-isopropylbenzo[c]-1,6-naphthyridin-1(2H)-one), C1CC(=O)N(C1=O)I (NIS). The solvent is CN(C)C=O (DMF), CCOC(=O)C (EtOAc). The product is BrC1=CC2=C(C(=NC=3C(=CNC(C23)=O)I)C(C)C)C=C1 (9-bromo-4-iodo-6-isopropylbenzo[c]-1,6-naphthyridin-1(2H)-one). Starting materials: ClC1=C(C(=CC(=C1)C(F)(F)F)Cl)N1N=CC(=N1)C=O (2-(2,6-Dichloro-4-trifluoromethylphenyl)-2H-1,2,3-triazole-4-carboxaldehyde), CSCS(=O)C (methyl methylthiomethyl sulphoxide). Solvent: CO (methanol), O1CCCC1 (tetrahydrofuran). The product is ClC1=C(C(=CC(=C1)C(F)(F)F)Cl)N1N=CC(=N1)C=C(S(=O)C)SC (2-(2,6-dichloro-4-trifluoromethylphenyl)-4-(2-methylthio-2-methylsulphinylvinyl)- 2H-1,2,3-triazole). As a reaction SMILES: [Cl:1][C:2]1[CH:7]=[C:6]([C:8]([F:11])([F:10])[F:9])[CH:5]=[C:4]([Cl:12])[C:3]=1[N:13]1[N:17]=[C:16]([CH:18]=O)[CH:15]=[N:14]1.[CH3:20][S:21][CH2:22][S:23]([CH3:25])=[O:24]>O1CCCC1.CO>[Cl:1][C:2]1[CH:7]=[C:6]([C:8]([F:11])([F:10])[F:9])[CH:5]=[C:4]([Cl:12])[C:3]=1[N:13]1[N:17]=[C:16]([CH:18]=[C:22]([S:21][CH3:20])[S:23]([CH3:25])=[O:24])[CH:15]=[N:14]1. Reported procedure: 2-(2,6-Dichloro-4-trifluoromethylphenyl)-2H-1,2,3-triazole-4-carboxaldehyde [15 g) and methyl methylthiomethyl sulphoxide (6 ml) were heated under reflux in tetrahydrofuran (100 ml) containing Triton B solution (6 ml; 40% in methanol) for 12 hours. The mixture was worked up to give 2-(2,6-dichloro-4-trifluoromethylphenyl)-4-(2-methylthio-2-methylsulphinylvinyl)- 2H-1,2,3-triazole, m.p. 122°-123°. Starting materials: O=C(O)C(=O)O, NCc1ccccc1-c1cn(C(c2ccccc2)(c2ccccc2)c2ccccc2)cn1, CCN=C=NCCCN(C)C, CN(C)C=O, CCN(C(C)C)C(C)C, O=C(O)Cn1c(Cl)cnc(NCC(F)(F)c2ccccn2)c1=O, Cl, O, On1nnc2cccnc21. Yields the product O=C(Cn1c(Cl)cnc(NCC(F)(F)c2ccccn2)c1=O)NCc1ccccc1-c1cn(C(c2ccccc2)(c2ccccc2)c2ccccc2)cn1. As a reaction SMILES: [C:24]([OH:25])(=[O:26])[C:27]([OH:28])=[O:29].[C:30]([c:31]1[cH:32][cH:33][cH:34][cH:35][cH:36]1)([c:37]1[cH:38][cH:39][cH:40][cH:41][cH:42]1)([c:43]1[cH:44][cH:45][cH:46][cH:47][cH:48]1)[n:49]1[cH:50][n:51][c:52](-[c:54]2[c:55]([CH2:56][NH2:57])[cH:58][cH:59][cH:60][cH:61]2)[cH:53]1.[CH3:63][N:64]([CH3:65])[CH2:66][CH2:67][CH2:68][N:69]=[C:70]=[N:71][CH2:72][CH3:73].[CH3:93][N:94]([CH3:95])[CH:96]=[O:97].[CH:84]([N:85]([CH:86]([CH3:87])[CH3:88])[CH2:89][CH3:90])([CH3:91])[CH3:92].[Cl:1][c:2]1[cH:3][n:4][c:5]([NH:13][CH2:14][C:15]([c:16]2[n:17][cH:18][cH:19][cH:20][cH:21]2)([F:22])[F:23])[c:6](=[O:12])[n:7]1[CH2:8][C:9](=[O:10])[OH:11].[ClH:62].[OH2:98].[OH:74][n:75]1[c:76]2[n:77][cH:78][cH:79][cH:80][c:81]2[n:82][n:83]1>>[Cl:1][c:2]1[cH:3][n:4][c:5]([NH:13][CH2:14][C:15]([c:16]2[n:17][cH:18][cH:19][cH:20][cH:21]2)([F:22])[F:23])[c:6](=[O:12])[n:7]1[CH2:8][C:9](=[O:11])[NH:57][CH2:56][c:55]1[c:54](-[c:52]2[n:51][cH:50][n:49]([C:30]([c:31]3[cH:32][cH:33][cH:34][cH:35][cH:36]3)([c:37]3[cH:38][cH:39][cH:40][cH:41][cH:42]3)[c:43]3[cH:44][cH:45][cH:46][cH:47][cH:48]3)[cH:53]2)[cH:61][cH:60][cH:59][cH:58]1. Reactants: C(CCCCCC)N (n-heptylamine), C(C)O\C(\C(=O)OCC)=C/C1=CC=C(C=C1)C1=NC(=CC=C1)N(C(=O)OC1=CC=C(C=C1)[N+](=O)[O-])C (ethyl (Z)-2-ethoxy-3-(4-{6-[methyl-(4-nitrophenoxycarbonyl)amino]pyrid-2-yl}phenyl)acrylate), O (water), C(C)(=O)OCC (ethyl acetate). The solvent is CN(C=O)C (dimethylformamide). Run at temperature 80 celsius, time 30 minute. Yields the product C(C)O\C(\C(=O)OCC)=C/C1=CC=C(C=C1)C1=NC(=CC=C1)N(C(=O)NCCCCCCC)C (ethyl (Z)-2-ethoxy-3-{4-[6-(3-heptyl-1-methylureido)pyrid-2-yl]phenyl}acrylate). Yield: 67.4%. As a reaction SMILES: [CH2:1]([NH2:8])[CH2:2][CH2:3][CH2:4][CH2:5][CH2:6][CH3:7].[CH2:9]([O:11]/[C:12](=[CH:18]\[C:19]1[CH:24]=[CH:23][C:22]([C:25]2[CH:30]=[CH:29][CH:28]=[C:27]([N:31]([CH3:44])[C:32](OC3C=CC([N+]([O-])=O)=CC=3)=[O:33])[N:26]=2)=[CH:21][CH:20]=1)/[C:13]([O:15][CH2:16][CH3:17])=[O:14])[CH3:10].O.C(OCC)(=O)C>CN(C)C=O>[CH2:9]([O:11]/[C:12](=[CH:18]\[C:19]1[CH:24]=[CH:23][C:22]([C:25]2[CH:30]=[CH:29][CH:28]=[C:27]([N:31]([CH3:44])[C:32]([NH:8][CH2:1][CH2:2][CH2:3][CH2:4][CH2:5][CH2:6][CH3:7])=[O:33])[N:26]=2)=[CH:21][CH:20]=1)/[C:13]([O:15][CH2:16][CH3:17])=[O:14])[CH3:10]. Procedure details: 0.27 mL (1.84 mmol) of n-heptylamine is added to a solution of 0.45 g (0.92 mmol) of ethyl (Z)-2-ethoxy-3-(4-{6-[methyl-(4-nitrophenoxycarbonyl)amino]pyrid-2-yl}phenyl)acrylate in 15 mL of dimethylformamide. The tube is sealed and rapidly placed in an oil bath preheated to 80° C. The reaction mixture is stirred at 80° C. for 1 hour 30 minutes. After cooling, the reaction is worked up by addition of 10 mL of water and extraction with ethyl acetate. The organic phases are combined, washed with sat... The reactants are BrCCOCC1=CC=CC=C1 ((2-bromoethoxymethyl)benzene), O (water), [H-].[Na+] (sodium hydride), C(CC(=O)OCC)(=O)OC(C)(C)C (tert-butyl ethyl malonate). Solvent: CN(C=O)C (DMF), CN(C=O)C (N,N-dimethylformamide), CCCCCC (hexane), C(C)(=O)OCC (ethyl acetate). Conditions: time 1 hour. The product is C(C)OC(C(C(=O)OC(C)(C)C)CCOCC1=CC=CC=C1)=O (2-(2-benzyloxyethyl)malonic acid tert-butyl ester ethyl ester). Isolated yield 79.8%. Reaction SMILES: [H-].[Na+].[C:3]([O:11][C:12]([CH3:15])([CH3:14])[CH3:13])(=[O:10])[CH2:4][C:5]([O:7][CH2:8][CH3:9])=[O:6].Br[CH2:17][CH2:18][O:19][CH2:20][C:21]1[CH:26]=[CH:25][CH:24]=[CH:23][CH:22]=1.O>CN(C)C=O.CCCCCC.C(OCC)(=O)C>[CH2:8]([O:7][C:5](=[O:6])[CH:4]([CH2:17][CH2:18][O:19][CH2:20][C:21]1[CH:26]=[CH:25][CH:24]=[CH:23][CH:22]=1)[C:3]([O:11][C:12]([CH3:14])([CH3:13])[CH3:15])=[O:10])[CH3:9] |f:0.1|. Procedure: To a suspension of sodium hydride (3.22 g, 0.134 mole) in N,N-dimethylformamide (DMF)(150 mL) was added tert-butyl ethyl malonate (22.9 g, 0.122 mole). The resulting mixture was stirred at room temperature for 1 hour and then a solution of (2-bromoethoxymethyl)benzene (28.8 g, 0.134 mole) in DMF (150 mL) was added dropwise. After stirring at room temperature overnight, the mixture was poured into water (1000 mL) and extracted with ethyl acetate. The ethyl acetate layer was washed with water and ... Reactants: OC1=NC=NC(=C1I)C (4-hydroxy-5-iodo-6-methylpyrimidine), O=P(Cl)(Cl)Cl (POCl3). Reaction conditions: temperature 90 celsius. Yields the product ClC1=NC=NC(=C1I)C (4-Chloro-5-iodo-6-methyl-pyrimidin). RXN SMILES: O[C:2]1[C:7]([I:8])=[C:6]([CH3:9])[N:5]=[CH:4][N:3]=1.O=P(Cl)(Cl)[Cl:12]>>[Cl:12][C:2]1[C:7]([I:8])=[C:6]([CH3:9])[N:5]=[CH:4][N:3]=1. Reported procedure: A suspension of 90 g (0.38 mol) 4-hydroxy-5-iodo-6-methylpyrimidine in 600 mL POCl3 is heated for 1 h at 90° C. The reaction mixture is concentrated under reduced pressure and the residue is poured into crushed ice. The precipitated solid is collected by filtration and washed with water. After drying, the desired product is obtained as a solid (90 g; 93%). Yields the product CCCCCCCCOc1ccc(-c2ccc(C(=O)N(C)c3cccc(C(F)(F)P(=O)(O)OCC)c3)cc2)cc1. Starting materials: CCCCCCCCOc1ccc(-c2ccc(C(=O)N(C)c3cccc(C(F)(F)P(=O)(OCC)OCC)c3)cc2)cc1, C1CN2CCN1CC2, CC#N. Reaction SMILES: [CH2:1]([CH3:2])[O:3][P:4]([O:5][CH2:6][CH3:7])(=[O:8])[C:9]([c:10]1[cH:11][c:12]([N:16]([C:17](=[O:18])[c:19]2[cH:20][cH:21][c:22](-[c:25]3[cH:26][cH:27][c:28]([O:31][CH2:32][CH2:33][CH2:34][CH2:35][CH2:36][CH2:37][CH2:38][CH3:39])[cH:29][cH:30]3)[cH:23][cH:24]2)[CH3:40])[cH:13][cH:14][cH:15]1)([F:41])[F:42].[CH2:43]1[N:44]2[CH2:45][CH2:46][N:47]([CH2:48][CH2:49]2)[CH2:50]1.[CH3:51][C:52]#[N:53]>>[CH2:1]([CH3:2])[O:3][P:4](=[O:5])([OH:8])[C:9]([c:10]1[cH:11][c:12]([N:16]([C:17](=[O:18])[c:19]2[cH:20][cH:21][c:22](-[c:25]3[cH:26][cH:27][c:28]([O:31][CH2:32][CH2:33][CH2:34][CH2:35][CH2:36][CH2:37][CH2:38][CH3:39])[cH:29][cH:30]3)[cH:23][cH:24]2)[CH3:40])[cH:13][cH:14][cH:15]1)([F:41])[F:42]. Product: Cc1[nH]c2ccc(Cl)cc2c1C(=O)CC(C)(C)C(=O)O. As a reaction SMILES: [CH3:1][C:2]1([CH3:9])[C:3](=[O:8])[O:4][C:5](=[O:7])[CH2:6]1.[Cl:10][c:11]1[cH:12][c:13]2[cH:14][c:15]([CH3:20])[nH:16][c:17]2[cH:18][cH:19]1>>[CH3:1][C:2]([C:3]([OH:4])=[O:8])([CH2:6][C:5](=[O:7])[c:14]1[c:13]2[cH:12][c:11]([Cl:10])[cH:19][cH:18][c:17]2[nH:16][c:15]1[CH3:20])[CH3:9]. Starting materials: CC1(C)CC(=O)OC1=O, Cc1cc2cc(Cl)ccc2[nH]1.